From a dataset of the Open Reaction Database (ORD), a public repository of structured organic reaction records. describe an organic reaction: reactants, conditions, products, and yield Starting materials: CCC(C)C(CNc1ccc2cc(Br)ccc2c1)NC(=O)OC(C)(C)C, COCCOC, CC1(C)OB(C2CC2)OC1(C)C, [K+], [K+], [K+], O, O=P([O-])([O-])[O-]. The product is CCC(C)C(CNc1ccc2cc(C3CC3)ccc2c1)NC(=O)OC(C)(C)C. RXN SMILES: [C:1]([CH3:2])([CH3:3])([CH3:4])[O:5][C:6]([NH:7][CH:8]([CH:9]([CH2:10][CH3:11])[CH3:12])[CH2:13][NH:14][c:15]1[cH:16][c:17]2[cH:18][cH:19][c:20]([Br:25])[cH:21][c:22]2[cH:23][cH:24]1)=[O:26].[CH3:47][O:48][CH2:49][CH2:50][O:51][CH3:52].[CH:27]1([B:30]2[O:31][C:32]([CH3:33])([CH3:34])[C:35]([CH3:36])([CH3:37])[O:38]2)[CH2:28][CH2:29]1.[K+:44].[K+:45].[K+:46].[OH2:53].[P:39]([O-:40])([O-:41])([O-:42])=[O:43]>>[C:1]([CH3:2])([CH3:3])([CH3:4])[O:5][C:6]([NH:7][CH:8]([CH:9]([CH2:10][CH3:11])[CH3:12])[CH2:13][NH:14][c:15]1[cH:16][c:17]2[cH:18][cH:19][c:20]([CH:27]3[CH2:28][CH2:29]3)[cH:21][c:22]2[cH:23][cH:24]1)=[O:26]. Starting materials: O=C[C@H](O)[C@@H](O)[C@H](O)[C@H](O)CO (D-glucose), N[C@@H](CCCNC(N)=N)C(=O)O (L-(+)-arginine). Reagents/catalysts: [Pd] (palladium), [Ni] (Raney nickel). Yields the product OC(CN[C@@H](CCCNC(N)=N)C(=O)O)C(C(C(CO)O)O)O (N-(2,3,4,5,6-pentahydroxy-hexyl)-L-(+)-arginine). Reaction SMILES: O=[CH:2][C@@H:3]([C@H:5]([C@@H:7]([C@@H:9]([CH2:11][OH:12])[OH:10])[OH:8])[OH:6])[OH:4].[NH2:13][C@H:14]([C:22]([OH:24])=[O:23])[CH2:15][CH2:16][CH2:17][NH:18][C:19](=[NH:21])[NH2:20]>[Ni].[Pd]>[OH:4][CH:3]([CH:5]([OH:6])[CH:7]([OH:8])[CH:9]([OH:10])[CH2:11][OH:12])[CH2:2][NH:13][C@H:14]([C:22]([OH:24])=[O:23])[CH2:15][CH2:16][CH2:17][NH:18][C:19](=[NH:20])[NH2:21]. Procedure details: The starting materials were D-glucose and L-(+)-arginine. The reductive amination was carried out using Raney nickel or palladium/activated carbon (10%) as a catalyst in the temperature range from 50° to 70° C. and yielded a colorless, resin-like product. Starting materials: ClC1=CC=C2CCN(C(C2=C1)=O)C=1C=NC=CC1 (7-Chloro-2-pyridin-3-yl-3,4-dihydro-2H-isoquinolin-1-one), FC=1C=CC2=C(C=3C(NCCC3S2)=O)C1 (8-Fluoro-3,4-dihydro-2H-benzo[4,5]thieno[3,2-c]pyridin-1-one), IC=1C=NC=CC1C (3-iodo-4-methylpyridine), trans-N,N′-dimethyl-cyclohexyl-1,2-diamine, P(=O)([O-])([O-])[O-].[K+].[K+].[K+] (potassium phosphate). The reagents and catalysts are [Cu](I)I (copper iodide). Solvent: O1CCOCC1 (1,4-dioxane). Product: FC=1C=CC2=C(C=3C(N(CCC3S2)C=2C=NC=CC2C)=O)C1 (8-Fluoro-2-(4-methylpyridine-3-yl)3,4-dihydro-2H-benzo[4,5]thieno[3,2-c]pyridin-1-one). Isolated yield 67.4%. As a reaction SMILES: ClC1C=[C:10]2[C:5]([CH2:6][CH2:7][N:8](C3C=NC=CC=3)[C:9]2=O)=[CH:4]C=1.[F:19][C:20]1[CH:21]=[CH:22][C:23]2[S:31][C:30]3[CH2:29][CH2:28][NH:27][C:26](=[O:32])[C:25]=3[C:24]=2[CH:33]=1.IC1C=NC=CC=1C.P([O-])([O-])([O-])=O.[K+].[K+].[K+]>[Cu](I)I.O1CCOCC1>[F:19][C:20]1[CH:21]=[CH:22][C:23]2[S:31][C:30]3[CH2:29][CH2:28][N:27]([C:6]4[CH:7]=[N:8][CH:9]=[CH:10][C:5]=4[CH3:4])[C:26](=[O:32])[C:25]=3[C:24]=2[CH:33]=1 |f:3.4.5.6|. Reported procedure: Using analogous conditions and workup as described for the preparation of Compound 1A, 8-Fluoro-3,4-dihydro-2H-benzo[4,5]thieno[3,2-c]pyridin-1-one (I-50 g: 100 mg, 0.452 mmol) was reacted with 3-iodo-4-methylpyridine (99.09 mg, 0.452 mmol), 1,4-dioxane (5 mL), copper iodide (8.64 mg, 0.0452 mmol), trans-N,N′-dimethyl-cyclohexyl-1,2-diamine (19.25 mg, 0.1356 mmol) and potassium phosphate (287.44 mg, 1.356 mmol) at 115° C. overnight under nitrogen atmosphere to afford the crude product. Purificat... Starting materials: ClC=1C=C(C=NC1Cl)CO (5,6-dichloro-3-pyridinemethanol), CC(=O)OI1(C=2C=CC=CC2C(=O)O1)(OC(=O)C)OC(=O)C (Dess-Martin periodinane). Solvent: C(Cl)Cl (DCM), C(Cl)Cl (DCM), C(=O)(O)[O-].[Na+] (NaHCO3), O (water). Run at time 8 hour. Yields the product ClC=1C(=NC=C(C=O)C1)Cl (5,6-Dichloronicotinaldehyde). Reaction SMILES: [Cl:1][C:2]1[CH:3]=[C:4]([CH2:9][OH:10])[CH:5]=[N:6][C:7]=1[Cl:8].CC(OI1(OC(C)=O)(OC(C)=O)OC(=O)C2C=CC=CC1=2)=O>C([O-])(O)=O.[Na+].O.C(Cl)Cl>[Cl:1][C:2]1[C:7]([Cl:8])=[N:6][CH:5]=[C:4]([CH:3]=1)[CH:9]=[O:10] |f:2.3|. Procedure details: A mixture of 5,6-dichloro-3-pyridinemethanol (2.9967 g, 16.8 mmol) in DCM (3.00 mL, 46.6 mmol) was treated with Dess-Martin periodinane (7.14 g, 16.8 mmol) at room temperature and the mixture was stirred at room temperature overnight. The resulting reaction mixture was diluted with NaHCO3 (aq) and water (5 mL each) and diluted with DCM (5 mL). The separated aqueous layer was extracted with DCM (2×10 mL) and the combined organic layers were washed with brine, dried over Na2SO4, and concentrated t... Reactants: C1CCOC1, CN(C)c1nc(C(F)(F)F)ccc1C(=O)O. The product is CN(C)c1nc(C(F)(F)F)ccc1CO. Reaction SMILES: [CH2:17]1[O:18][CH2:19][CH2:20][CH2:21]1.[CH3:1][N:2]([c:3]1[c:4]([C:5](=[O:6])[OH:7])[cH:8][cH:9][c:10]([C:12]([F:13])([F:14])[F:15])[n:11]1)[CH3:16]>>[CH3:1][N:2]([c:3]1[c:4]([CH2:5][OH:6])[cH:8][cH:9][c:10]([C:12]([F:13])([F:14])[F:15])[n:11]1)[CH3:16]. The reactants are Cl.OC(C(OCC)=N)C1=C(C=CC=C1)OCC (Ethyl 1-hydroxy-1-(2-ethoxyphenyl)methanecarboximidate hydrochloride), C(=O)(Cl)Cl (phosgene). The product is C(C)OC1=C(C=CC=C1)C1C(NC(O1)=O)=O (5-(2-ethoxyphenyl)oxazolidine-2,4-dione). The yield is 70.0%. Reaction SMILES: Cl.[OH:2][CH:3]([C:9]1[CH:14]=[CH:13][CH:12]=[CH:11][C:10]=1[O:15][CH2:16][CH3:17])[C:4](=[NH:8])[O:5]CC.[C:18](Cl)(Cl)=[O:19]>>[CH2:16]([O:15][C:10]1[CH:11]=[CH:12][CH:13]=[CH:14][C:9]=1[CH:3]1[O:2][C:18](=[O:19])[NH:5][C:4]1=[O:8])[CH3:17] |f:0.1|. Reported procedure: Ethyl 1-hydroxy-1-(2-ethoxyphenyl)methanecarboximidate hydrochloride (20 g.) was reacted with phosgene according to the procedure of Example 3. To isolate the product, the reaction mixture was evaporated to dryness and the solid residue partitioned between 500 ml. of water and 500 ml. of chloroform. The aqueous phase was washed with two fresh portions of chloroform. The combined chloroform phase and washes was dried over anhydrous magnesium sulfate, filtered, evaporated to solids and recrystalli... Starting materials: C(C)O (ethanol), BrCCC1=C(NC2=CC=CC=C12)C (3-(2-bromoethyl)-2-methylindole), C1(=CC=C(C=C1)C1CCNCC1)C (4-(4-toluyl)piperidine). The solvent is CN(C=O)C (dimethylformamide). The product is CC=1NC2=CC=CC=C2C1CCN1CCC(CC1)C1=CC=C(C=C1)C (2-methyl-3-{2-[4-(4-toluyl)piperidyl]ethyl}indole). RXN SMILES: Br[CH2:2][CH2:3][C:4]1[C:12]2[C:7](=[CH:8][CH:9]=[CH:10][CH:11]=2)[NH:6][C:5]=1[CH3:13].[C:14]1([CH3:26])[CH:19]=[CH:18][C:17]([CH:20]2[CH2:25][CH2:24][NH:23][CH2:22][CH2:21]2)=[CH:16][CH:15]=1.C(O)C>CN(C)C=O>[CH3:13][C:5]1[NH:6][C:7]2[C:12]([C:4]=1[CH2:3][CH2:2][N:23]1[CH2:24][CH2:25][CH:20]([C:17]3[CH:16]=[CH:15][C:14]([CH3:26])=[CH:19][CH:18]=3)[CH2:21][CH2:22]1)=[CH:11][CH:10]=[CH:9][CH:8]=2. Procedure details: A solution of 11.8 g of 3-(2-bromoethyl)-2-methylindole, 20.3 g of 4-(4-toluyl)piperidine [Example 5(a)] in 500 ml of dimethylformamide is treated according to the manipulative procedure described in Example 3(b) to give the off-white solid, mp 192°-194° C., 2-methyl-3-{2-[4-(4-toluyl)piperidyl]ethyl}indole from ethanol. The reactants are N1=CC=CC=2CCCCC12 (5,6,7,8-Tetrahydroquinoline), ClC1=CC=C(C(CBr)=O)C=C1 (4-chlorophenacyl bromide). The solvent is C1(=CC=CC=C1)C (toluene). Product: ClC1=CC=C(C=C1)C1=CN2C=CC=C3CCCC1=C23 (1-(4-chlorophenyl)-8,9-dihydro-7H-pyrrolo[3,2,1-ij]quinolin). As a reaction SMILES: [N:1]1[C:10]2[CH2:9][CH2:8][CH2:7][CH2:6][C:5]=2[CH:4]=[CH:3][CH:2]=1.[Cl:11][C:12]1[CH:21]=[CH:20][C:15]([C:16](=O)[CH2:17]Br)=[CH:14][CH:13]=1>C1(C)C=CC=CC=1>[Cl:11][C:12]1[CH:21]=[CH:20][C:15]([C:16]2[C:9]3=[C:10]4[C:5]([CH2:6][CH2:7][CH2:8]3)=[CH:4][CH:3]=[CH:2][N:1]4[CH:17]=2)=[CH:14][CH:13]=1. Procedure: 5,6,7,8-Tetrahydroquinoline (35 g) was dissolved in 500 ml of toluene. To this solution was added 4-chlorophenacyl bromide (61.4 g) gradually and refluxed for 1 hour. The reaction mixture was cooled to room temperature, and depositing crystals were collected by filtration (86 g). These solids were dissolved in 500 ml of N,N-dimethylformamide. To this solution was added, molecular sieves 3A (50 g) and triethylamine (44 ml), then the reaction mixture was heated at 100° C. for 1 hour. The reaction ...